From a dataset of the Open Reaction Database (ORD), a public repository of structured organic reaction records. describe an organic reaction: reactants, conditions, products, and yield Reactants: C([O-])([O-])=O.[K+].[K+] (potassium carbonate), [N+](=O)([O-])C1=CC=C(C=C1)O (4-nitrophenol), BrC(C(=O)OCC)(C)C (ethyl 2-bromo-2-methylpropionate), 207.3, C([O-])([O-])=O.[K+].[K+] (potassium carbonate), BrC(C(=O)OCC)(C)C (ethyl 2-bromo-2-methyl-propionate). Solvent: CC(CC)=O (butan-2-one). Yields the product CC(C(=O)OCC)(C)OC1=CC=C(C=C1)[N+](=O)[O-] (ethyl 2-methyl-2-(4-nitrophenoxy)-propionate). Isolated yield 46.0%. As a reaction SMILES: [N+:1]([C:4]1[CH:9]=[CH:8][C:7]([OH:10])=[CH:6][CH:5]=1)([O-:3])=[O:2].C(=O)([O-])[O-].[K+].[K+].Br[C:18]([CH3:25])([CH3:24])[C:19]([O:21][CH2:22][CH3:23])=[O:20]>CC(=O)CC>[CH3:24][C:18]([O:10][C:7]1[CH:8]=[CH:9][C:4]([N+:1]([O-:3])=[O:2])=[CH:5][CH:6]=1)([CH3:25])[C:19]([O:21][CH2:22][CH3:23])=[O:20] |f:1.2.3|. Reported procedure: A mixture of 139.1 g. (1 mol) 4-nitrophenol, 1 liter butan-2-one and 207.3 (1.5 mol) pulverized, anhydrous potassium carbonate is stirred for 2 hours at reflux temperature, then 292.5 g. (1.5 mol) ethyl 2-bromo-2-methylpropionate are added thereto and the reaction mixture maintained at reflux temperature for a further 92 hours. After the addition of a further 69.1 g. (0.5 mol) potassium carbonate and 97.5 g. (0.5 mol) ethyl 2-bromo-2-methyl-propionate, the reaction mixture is stirred for a furth... The reactants are ClCCl, CC(C)O, CN(C)Cc1nc(CSCCN)cs1, O=[N+]([O-])C=C(Oc1ccccc1)Oc1ccccc1. Product: CN(C)Cc1nc(CSCCNC(=C[N+](=O)[O-])Oc2ccccc2)cs1. RXN SMILES: [CH2:38]([Cl:39])[Cl:40].[CH:34]([OH:35])([CH3:36])[CH3:37].[NH2:20][CH2:21][CH2:22][S:23][CH2:24][c:25]1[n:26][c:27]([CH2:30][N:31]([CH3:32])[CH3:33])[s:28][cH:29]1.[O:1]([c:2]1[cH:3][cH:4][cH:5][cH:6][cH:7]1)[C:8](=[CH:9][N+:10](=[O:11])[O-:12])[O:13][c:14]1[cH:15][cH:16][cH:17][cH:18][cH:19]1>>[C:8](=[CH:9][N+:10](=[O:11])[O-:12])([O:13][c:14]1[cH:15][cH:16][cH:17][cH:18][cH:19]1)[NH:20][CH2:21][CH2:22][S:23][CH2:24][c:25]1[n:26][c:27]([CH2:30][N:31]([CH3:32])[CH3:33])[s:28][cH:29]1. The yield is 39.5%. The reactants are C(C)(C)(C)OC(=O)N1CCC(CCC1)=O (N-tert-butoxycarbonyl-hexahydroazepin-4-one), [Cl-].[NH4+] (ammonium chloride), BrC1=NC=C(C=C1C)Br (2,5-dibromo-3-methylpyridine), solution, C(CCC)[Li] (n-butyllithium). Reported procedure: To a solution of 2,5-dibromo-3-methylpyridine (3.88 g) in toluene (70 ml) was added dropwise a 1.6 M solution of n-butyllithium in n-hexane (10.6 ml) at −78° C., and stirred at the same temperature for 1 hour. Then, a solution of N-tert-butoxycarbonyl-hexahydroazepin-4-one (3.0 g) in toluene (16 ml) was added dropwise thereto, and stirred at the same temperature for 5 hours. After completion of the reaction, a saturated aqueous solution of ammonium chloride was added thereto, and extracted with ... The product is C(C)(C)(C)OC(=O)N1CCC(CCC1)(O)C1=NC=C(C=C1C)Br (4-(5-bromo-3-methylpyridin-2-yl)-4-hydroxyazepane-1-carboxylic acid tert-butyl ester). Conditions: time 1 hour. Reaction SMILES: Br[C:2]1[C:7]([CH3:8])=[CH:6][C:5]([Br:9])=[CH:4][N:3]=1.C([Li])CCC.[C:15]([O:19][C:20]([N:22]1[CH2:28][CH2:27][CH2:26][C:25](=[O:29])[CH2:24][CH2:23]1)=[O:21])([CH3:18])([CH3:17])[CH3:16].[Cl-].[NH4+]>C1(C)C=CC=CC=1.CCCCCC>[C:15]([O:19][C:20]([N:22]1[CH2:28][CH2:27][CH2:26][C:25]([C:2]2[C:7]([CH3:8])=[CH:6][C:5]([Br:9])=[CH:4][N:3]=2)([OH:29])[CH2:24][CH2:23]1)=[O:21])([CH3:18])([CH3:16])[CH3:17] |f:3.4|. Run in C1(=CC=CC=C1)C (toluene), C1(=CC=CC=C1)C (toluene), CCCCCC (n-hexane). Starting materials: [Al+3], O=C([O-])C(=O)[O-], C1CCOC1, COC(=O)CCCOc1ccc(-c2cc3ccccc3n2Cc2ccc(CN3CCCC3)c(OC)c2)cc1, [H-], [H-], [H-], [H-], [Li+]. Yields the product O=C(O)C(=O)O, COc1cc(Cn2c(-c3ccc(OCCCCO)cc3)cc3ccccc32)ccc1CN1CCCC1. RXN SMILES: [Al+3:2].[C:45]([C:46](=[O:47])[O-:48])(=[O:49])[O-:50].[CH2:51]1[O:52][CH2:53][CH2:54][CH2:55]1.[CH3:7][O:8][c:9]1[cH:10][c:11]([CH2:12][n:13]2[c:14](-[c:22]3[cH:23][cH:24][c:25]([O:26][CH2:27][CH2:28][CH2:29][C:30](=[O:31])[O:32][CH3:33])[cH:34][cH:35]3)[cH:15][c:16]3[cH:17][cH:18][cH:19][cH:20][c:21]23)[cH:36][cH:37][c:38]1[CH2:39][N:40]1[CH2:41][CH2:42][CH2:43][CH2:44]1.[H-:1].[H-:4].[H-:5].[H-:6].[Li+:3]>>[C:45]([C:46](=[O:47])[OH:48])(=[O:49])[OH:50].[CH3:7][O:8][c:9]1[cH:10][c:11]([CH2:12][n:13]2[c:14](-[c:22]3[cH:23][cH:24][c:25]([O:26][CH2:27][CH2:28][CH2:29][CH2:30][OH:31])[cH:34][cH:35]3)[cH:15][c:16]3[cH:17][cH:18][cH:19][cH:20][c:21]23)[cH:36][cH:37][c:38]1[CH2:39][N:40]1[CH2:41][CH2:42][CH2:43][CH2:44]1.